This data is from the Open Reaction Database (ORD), a public repository of structured organic reaction records. The task is: describe an organic reaction: reactants, conditions, products, and yield Reactants: OC1=C(C(=NO1)C)C1=CC(=NO1)C (5-hydroxy-3-methyl-4-(3-methylisooxazol-5-yl)isoxazole), C(C)(=O)O (acetic acid), CO (methanol), Cl (hydrochloric acid). The reagents and catalysts are [Fe] (iron). Solvent: O (water). Conditions: temperature 60 celsius. Product: C(C(=O)C)C1=CC(=NO1)C (5-acetonyl-3-methylisoxazole). Reaction SMILES: OC1ON=[C:4]([CH3:7])[C:3]=1[C:8]1[O:12][N:11]=[C:10]([CH3:13])[CH:9]=1.C(O)(=[O:16])C.CO.Cl>[Fe].O>[CH2:3]([C:8]1[O:12][N:11]=[C:10]([CH3:13])[CH:9]=1)[C:4]([CH3:7])=[O:16]. Procedure details: 9.70 g of 5-hydroxy-3-methyl-4-(3-methylisooxazol-5-yl)isoxazole was added to 18 ml of acetic acid and 30 ml of methanol, and was heated to 60° C. to dissolve. To the resulting solution was added 3.20 g of electrolytic iron powder to stir for an hour at 60° C. 20 ml of 3N hydrochloric acid was further added to the reaction solution to stir for 20 minutes at 60° C. The reaction mixture was cooled to room temperature and water was added. The mixture was extracted with ethyl acetate. The organic la... Reactants: [C-]1(C=CC=C1)C(=O)CCCC(=O)Cl.[CH-]1C=CC=C1.[Fe+2] (Ferrocenoylbutyrylchloride). Run in C1(=CC(=CC(=C1)C)C)C (mesitylene), C1(=CC(=CC(=C1)C)C)C (mesitylene), [Cl-].[Al+3].[Cl-].[Cl-] (aluminium chloride). Reaction conditions: time 40 minute. The product is C1(=C(C(=CC(=C1)C)C)C(=O)CCCC(=O)[C-]1C=CC=C1)C.[CH-]1C=CC=C1.[Fe+2] (mesitoylbutyryl ferrocene). The yield is 12.2%. RXN SMILES: [C-:1]1([C:6]([CH2:8][CH2:9][CH2:10][C:11](Cl)=[O:12])=[O:7])[CH:5]=[CH:4][CH:3]=[CH:2]1.[CH-:14]1[CH:18]=[CH:17][CH:16]=[CH:15]1.[Fe+2:19]>C1(C)C=C(C)C=C(C)C=1.[Cl-].[Al+3].[Cl-].[Cl-]>[C:16]1([CH3:15])[CH:17]=[C:18]([CH3:14])[CH:5]=[C:1]([CH3:6])[C:2]=1[C:11]([CH2:10][CH2:9][CH2:8][C:6]([C-:1]1[CH:5]=[CH:4][CH:3]=[CH:2]1)=[O:7])=[O:12].[CH-:1]1[CH:5]=[CH:4][CH:3]=[CH:2]1.[Fe+2:19] |f:0.1.2,4.5.6.7,8.9.10|. Procedure details: Ferrocenoylbutyrylchloride (obtained from above and assumed to be 40 m mole) was dissolved in mesitylene (150 ml) and aluminium chloride (5.34g; 40 m mole added). The mixture was stirred at 80° for 40 minutes. The tan-like material which was insoluble in mesitylene was separated, taken up in benzene, and washed with water, 2N HCl, saturated sodium bicarbonate and water, and dried (sodium sulphate) to yield a dark oil which was recrystallised from petroleum ether (bp 40°-60°) to yield 2.05g (12.2... Starting materials: O (water), Cl(=O)(=O)(=O)O (perchloric acid), solution, C(C1=CC=CC=C1)N1CCC2(CC2=O)CC1 (6-benzyl-1-oxo-6-azaspiro[2.5]octane), C([O-])([O-])=O.[Na+].[Na+] (sodium carbonate). Product: C(C1=CC=CC=C1)N1CCC(CC1)(O)CO (1-benzyl-4-(hydroxymethyl)-4-piperidinol). Run at time 7 hour. Reaction SMILES: O.Cl(O)(=O)(=O)=O.[CH2:7]([N:14]1[CH2:22][CH2:21][C:17]2([C:19](=[O:20])C2)[CH2:16][CH2:15]1)[C:8]1[CH:13]=[CH:12][CH:11]=[CH:10][CH:9]=1.C(=O)([O-])[O-:24].[Na+].[Na+]>O1CCCC1>[CH2:7]([N:14]1[CH2:22][CH2:21][C:17]([CH2:19][OH:20])([OH:24])[CH2:16][CH2:15]1)[C:8]1[CH:13]=[CH:12][CH:11]=[CH:10][CH:9]=1 |f:3.4.5|. Solvent: O1CCCC1 (tetrahydrofuran). Reported procedure: 100 ml water and 10 ml perchloric acid were added to 100 ml solution of 6.8 g of this 6-benzyl-1-oxo-6-azaspiro[2.5]octane in tetrahydrofuran, and the mixture was stirred at room temperature for 7 hr. The mixture was ice-cooled, and aqueous sodium carbonate was added thereto to adjust the pH thereof to 7, and then the mixture was evaporated. Ethyl acetate was added to the residue, and the insoluble mattters were removed by filtration. The filtrate was evaporated, and then purified by silica gel ... Starting materials: [N+](=O)([O-])C1=CC2=C(NCCCO2)C=C1 (3-Nitro-6,7,8,9-tetrahydro-5-oxa-9-aza-benzocycloheptene). The reagents and catalysts are [Pd] (Palladium on Carbon). Run in C(C)O (Ethanol). The product is C1=CC(=CC2=C1NCCCO2)N (6,7,8,9-Tetrahydro-5-oxa-9-aza-benzocyclohepten-3-ylamine). Isolated yield 96.6%. RXN SMILES: [N+:1]([C:4]1[CH:14]=[CH:13][C:7]2[NH:8][CH2:9][CH2:10][CH2:11][O:12][C:6]=2[CH:5]=1)([O-])=O>[Pd].C(O)C>[CH:13]1[C:7]2[NH:8][CH2:9][CH2:10][CH2:11][O:12][C:6]=2[CH:5]=[C:4]([NH2:1])[CH:14]=1. Procedure: 3-Nitro-6,7,8,9-tetrahydro-5-oxa-9-aza-benzocycloheptene (281 mg, 1.45 mmol) and 10% Palladium on Carbon (50% Wet) (77 mg) in Ethanol (10 mL) was shaken under an atmosphere of Hydrogen (50 psi) for 5 h, filtered and conc. to give 6,7,8,9-Tetrahydro-5-oxa-9-aza-benzocyclohepten-3-ylamine (230 mg, 97%). 1H-NMR (CDCl3): 6.58 (d, 1H, J=8.1 Hz), 6.40 (s, 1H), 6.27 (d, 1H, J=8.1 Hz), 4.01 (m, 2H), 3.39 (br s, 3H), 3.10 (m, 2H), 1.97 (m, 2H).